The task is: describe an organic reaction: reactants, conditions, products, and yield. This data is from the Open Reaction Database (ORD), a public repository of structured organic reaction records. Reactants: CI, C[N+](=O)[O-], CN(CCCN1c2ccccc2CCc2ccccc21)C(=O)OCOC(=O)c1cccnc1. Yields the product [I-], CN(CCCN1c2ccccc2CCc2ccccc21)C(=O)OCOC(=O)c1ccc[n+](C)c1. Reaction SMILES: [CH3:34][I:35].[N+:36]([CH3:37])([O-:38])=[O:39].[n:1]1[cH:2][c:3]([C:7](=[O:8])[O:9][CH2:10][O:11][C:12](=[O:13])[N:14]([CH3:15])[CH2:16][CH2:17][CH2:18][N:19]2[c:20]3[c:21]([cH:30][cH:31][cH:32][cH:33]3)[CH2:22][CH2:23][c:24]3[c:25]2[cH:26][cH:27][cH:28][cH:29]3)[cH:4][cH:5][cH:6]1>>[I-:35].[n+:1]1([CH3:34])[cH:2][c:3]([C:7](=[O:8])[O:9][CH2:10][O:11][C:12](=[O:13])[N:14]([CH3:15])[CH2:16][CH2:17][CH2:18][N:19]2[c:20]3[c:21]([cH:30][cH:31][cH:32][cH:33]3)[CH2:22][CH2:23][c:24]3[c:25]2[cH:26][cH:27][cH:28][cH:29]3)[cH:4][cH:5][cH:6]1. Starting materials: C1(=CC=CC=C1)C1OCC(CO1)O (2-phenyl-1,3-dioxan-5-ol), [H-].[Na+] (sodium hydride), ClC1=NC(=NC(=C1)Cl)SCC1=C(C(=CC=C1)F)F (4,6-Dichloro-2-[(2,3-difluorobenzyl)thio]pyrimidine), ClC1=NC(=NC(=C1)Cl)SCC1=C(C(=CC=C1)F)F (4,6-Dichloro-2[(2,3-difluorobenzyl)thio]pyrimidine). The solvent is O1CCCC1 (tetrahydrofuran), O (water). The product is ClC1=NC(=NC(=C1)OC1COC(OC1)C1=CC=CC=C1)SCC1=C(C(=CC=C1)F)F (4-chloro-2-[[(2,3-difluorophenyl)methyl]thio]-6-[(2-phenyl-1,3-dioxan-5-yl)oxy]-pyrimidine). As a reaction SMILES: [C:1]1([CH:7]2[O:12][CH2:11][CH:10]([OH:13])[CH2:9][O:8]2)[CH:6]=[CH:5][CH:4]=[CH:3][CH:2]=1.[H-].[Na+].[Cl:16][C:17]1[CH:22]=[C:21](Cl)[N:20]=[C:19]([S:24][CH2:25][C:26]2[CH:31]=[CH:30][CH:29]=[C:28]([F:32])[C:27]=2[F:33])[N:18]=1>O1CCCC1.O>[Cl:16][C:17]1[CH:22]=[C:21]([O:13][CH:10]2[CH2:11][O:12][CH:7]([C:1]3[CH:2]=[CH:3][CH:4]=[CH:5][CH:6]=3)[O:8][CH2:9]2)[N:20]=[C:19]([S:24][CH2:25][C:26]2[CH:31]=[CH:30][CH:29]=[C:28]([F:32])[C:27]=2[F:33])[N:18]=1 |f:1.2|. Reported procedure: To a solution of 2-phenyl-1,3-dioxan-5-ol (484 mg) in anhydrous tetrahydrofuran (10 ml) at 0° C. was added 60% sodium hydride (110 mg) and the mixture was heated to reflux for 25 minutes. On allowing to cool to ambient temperature 4,6-Dichloro-2-[(2,3-difluorobenzyl)thio]pyrimidine (the product of step (ii) (75 mg) was added and the reaction was heated to reflux for a further 90 minutes. The reaction mixture was allowed to cool, diluted with water and extracted with ethyl acetate (×3). The combi... The reactants are 45, [OH-].[NH4+] (ammonium hydroxide), C(=O)(OC)P(OCC1=CC=CC=C1)(OC)=O (benzyl methyl carbomethoxyphosphonate). Product: C(N)(=O)P(OCC1=CC=CC=C1)([O-])=O.[NH4+] (ammonium monobenzyl carbamoylphosphonate). RXN SMILES: [OH-].[NH4+:2].[C:3]([P:7](=[O:18])([O:16]C)[O:8][CH2:9][C:10]1[CH:15]=[CH:14][CH:13]=[CH:12][CH:11]=1)(OC)=[O:4]>>[C:3]([P:7](=[O:18])([O-:16])[O:8][CH2:9][C:10]1[CH:15]=[CH:14][CH:13]=[CH:12][CH:11]=1)(=[O:4])[NH2:2].[NH4+:2] |f:0.1,3.4|. Reported procedure: An aqueous solution of 45 parts ammonium hydroxide is stirred and chilled with an ice bath, while 24.4 parts benzyl methyl carbomethoxyphosphonate is added slowly. Stirring is continued until a clear solution is obtained. Unreacted ammonium hydroxide and water are removed from the mixture under reduced pressure, leaving as a solid residue ammonium monobenzyl carbamoylphosphonate, m.p. 186, after recrystallization from ethanol. Reactants: COC(=O)c1cc(C)cc(OC)c1, C[Si](C)(C)[N-][Si](C)(C)C, [Cl-], Cc1ccnc(Cl)c1, [Li+], [NH4+], C1CCOC1. Yields the product COc1cc(C)cc(C(=O)Cc2ccnc(Cl)c2)c1. As a reaction SMILES: [CH3:1][O:2][c:3]1[cH:4][c:5]([C:6]([O:8][CH3:7])=[O:9])[cH:10][c:11]([CH3:13])[cH:12]1.[CH3:22][Si:23]([CH3:24])([CH3:25])[N-:26][Si:27]([CH3:28])([CH3:29])[CH3:30].[Cl-:32].[Cl:14][c:15]1[n:16][cH:17][cH:18][c:19]([CH3:21])[cH:20]1.[Li+:31].[NH4+:33].[O:34]1[CH2:35][CH2:36][CH2:37][CH2:38]1>>[CH3:1][O:2][c:3]1[cH:4][c:5]([C:6](=[O:8])[CH2:21][c:19]2[cH:18][cH:17][n:16][c:15]([Cl:14])[cH:20]2)[cH:10][c:11]([CH3:13])[cH:12]1. Starting materials: [Li]CCCC, C1CCOC1, CSc1nccc(C)n1, CCCCCC, CON(C)C(=O)c1cccc(C(F)(F)F)c1, CC(C)NC(C)C. Product: CSc1nccc(CC(=O)c2cccc(C(F)(F)F)c2)n1. RXN SMILES: [CH2:33]([Li:34])[CH2:35][CH2:36][CH3:37].[CH2:38]1[O:39][CH2:40][CH2:41][CH2:42]1.[CH3:24][c:25]1[n:26][c:27]([S:31][CH3:32])[n:28][cH:29][cH:30]1.[CH3:43][CH2:44][CH2:45][CH2:46][CH2:47][CH3:48].[CH3:8][O:9][N:10]([C:11]([c:12]1[cH:13][c:14]([C:18]([F:19])([F:20])[F:21])[cH:15][cH:16][cH:17]1)=[O:22])[CH3:23].[CH:1]([NH:2][CH:3]([CH3:4])[CH3:5])([CH3:6])[CH3:7]>>[C:11]([c:12]1[cH:13][c:14]([C:18]([F:19])([F:20])[F:21])[cH:15][cH:16][cH:17]1)(=[O:22])[CH2:24][c:25]1[n:26][c:27]([S:31][CH3:32])[n:28][cH:29][cH:30]1. The reactants are N[C@H](CO)C(=O)O (D-serine), C(C1=CC=CC=C1)=O (benzaldehyde), [BH4-].[Na+] (NaBH4), [BH4-].[Na+] (NaBH4). Solvent: [OH-].[Na+] (NaOH). Run at time 1 hour. Product: C(C1=CC=CC=C1)N[C@H](CO)C(=O)O (N-Benzyl-D-serine). Yield: 89.1%. RXN SMILES: [NH2:1][C@@H:2]([C:5]([OH:7])=[O:6])[CH2:3][OH:4].[CH:8](=O)[C:9]1[CH:14]=[CH:13][CH:12]=[CH:11][CH:10]=1.[BH4-].[Na+]>[OH-].[Na+]>[CH2:8]([NH:1][C@@H:2]([C:5]([OH:7])=[O:6])[CH2:3][OH:4])[C:9]1[CH:14]=[CH:13][CH:12]=[CH:11][CH:10]=1 |f:2.3,4.5|. Procedure details: To a stirred solution of D-serine (14.7 g, 140.0 mmol) in aqueous 2M NaOH (70 mL) was added benzaldehyde (14.6 g, 14.0 mL, 138.0 mmol). The reaction mixture was then stirred at r.t. for 1 h before cooling to 5° C. NaBH4 (1.5 g, 40.0 mmol) was added portionwise such that an internal temperature of between 6 and 10° C. was maintained. After addition, the reaction mixture was allowed to stir at 5° C. for 30 minutes and then at r.t. for 1 h. The reaction mixture was cooled to 5° C. and a further por... Reactants: CC(C)(C)OC(=O)CNc1ccc(NC(=O)OC(C)(C)C)cc1[N+](=O)[O-], CCO. Product: CC(C)(C)OC(=O)CNc1ccc(NC(=O)OC(C)(C)C)cc1N. RXN SMILES: [C:1]([CH3:2])([CH3:3])([CH3:4])[O:5][C:6]([CH2:7][NH:8][c:9]1[c:10]([N+:23]([O-:24])=[O:25])[cH:11][c:12]([NH:15][C:16](=[O:17])[O:18][C:19]([CH3:20])([CH3:21])[CH3:22])[cH:13][cH:14]1)=[O:26].[CH3:27][CH2:28][OH:29]>>[C:1]([CH3:2])([CH3:3])([CH3:4])[O:5][C:6]([CH2:7][NH:8][c:9]1[c:10]([NH2:23])[cH:11][c:12]([NH:15][C:16](=[O:17])[O:18][C:19]([CH3:20])([CH3:21])[CH3:22])[cH:13][cH:14]1)=[O:26]. Starting materials: CCOC(=O)CC(=O)OCC, CC(C)CBr, CC[O-], CCO, [Na+]. Product: CCOC(=O)C(CC(C)C)C(=O)OCC. As a reaction SMILES: [C:5]([CH2:6][C:7](=[O:8])[O:9][CH2:10][CH3:11])(=[O:12])[O:13][CH2:14][CH3:15].[CH2:16]([CH:17]([CH3:18])[CH3:19])[Br:20].[CH3:1][CH2:2][O-:3].[CH3:21][CH2:22][OH:23].[Na+:4]>>[C:5]([CH:6]([C:7](=[O:8])[O:9][CH2:10][CH3:11])[CH2:16][CH:17]([CH3:18])[CH3:19])(=[O:12])[O:13][CH2:14][CH3:15]. The reactants are O=C([O-])[O-], Cc1cc(C(=O)Cl)nn1C, COC(=O)c1ccccc1S(N)(=O)=O, CC(C)=O, [K+], [K+]. Yields the product COC(=O)c1ccccc1S(=O)(=O)NC(=O)c1cc(C)n(C)n1. Reaction SMILES: [C:25](=[O:26])([O-:27])[O-:28].[CH3:15][n:16]1[n:17][c:18]([C:22](=[O:23])[Cl:24])[cH:19][c:20]1[CH3:21].[CH3:1][O:2][C:3](=[O:4])[c:5]1[c:6]([S:11](=[O:12])(=[O:13])[NH2:14])[cH:7][cH:8][cH:9][cH:10]1.[CH3:31][C:32](=[O:33])[CH3:34].[K+:29].[K+:30]>>[CH3:1][O:2][C:3](=[O:4])[c:5]1[c:6]([S:11](=[O:12])(=[O:13])[NH:14][C:22]([c:18]2[n:17][n:16]([CH3:15])[c:20]([CH3:21])[cH:19]2)=[O:23])[cH:7][cH:8][cH:9][cH:10]1.